describe an organic reaction: reactants, conditions, products, and yield From a dataset of the Open Reaction Database (ORD), a public repository of structured organic reaction records. The reactants are Cl.C(C)N(CCCCl)CC (3-diethylaminopropyl chloride hydrochloride), ClC=1C=C2C(C(NC2=CC1)=O)=O (5-chloroisatin). Reported procedure: This compound was prepared by the same method as that described in reference example 8, using 3-diethylaminopropyl chloride hydrochloride in place of 2-diethylaminoethyl chloride hydrochloride, and using 5-chloroisatin in place of the compound of reference example 1. RXN SMILES: Cl.[CH2:2]([N:4]([CH2:9][CH3:10])[CH2:5][CH2:6][CH2:7]Cl)[CH3:3].[Cl:11][C:12]1[CH:13]=[C:14]2[C:18](=[CH:19][CH:20]=1)[NH:17][C:16](=[O:21])[C:15]2=[O:22]>>[CH2:2]([N:4]([CH2:9][CH3:10])[CH2:5][CH2:6][CH2:7][N:17]1[C:18]2[C:14](=[CH:13][C:12]([Cl:11])=[CH:20][CH:19]=2)[C:15](=[O:22])[C:16]1=[O:21])[CH3:3] |f:0.1|. Yields the product C(C)N(CCCN1C(=O)C(=O)C2=CC(=CC=C12)Cl)CC (1-(3-Diethylaminopropyl)-5-chloroisatin). The reactants are O(C1=CC=CC=C1)C1=CC=C(C=C1)C(C=CC1=CC=CC=C1)=O (1-(4-phenoxyphenyl)-3-phenylprop-2-en-1-one), N1C(=O)NC(=O)CC1=O (barbituric acid). The product is O=C(CC(C1=CC=CC=C1)C1C(NC(NC1=O)=O)=O)C1=CC=C(C=C1)OC1=CC=CC=C1 (5-(3-oxo-3-(4-phenoxyphenyl)-1-phenylpropyl)pyrimidine-2,4,6(1H,3H,5H)-trione). As a reaction SMILES: [O:1]([C:8]1[CH:13]=[CH:12][C:11]([C:14](=[O:23])[CH:15]=[CH:16][C:17]2[CH:22]=[CH:21][CH:20]=[CH:19][CH:18]=2)=[CH:10][CH:9]=1)[C:2]1[CH:7]=[CH:6][CH:5]=[CH:4][CH:3]=1.[NH:24]1[C:31](=[O:32])[CH2:30][C:28](=[O:29])[NH:27][C:25]1=[O:26]>>[O:23]=[C:14]([C:11]1[CH:12]=[CH:13][C:8]([O:1][C:2]2[CH:3]=[CH:4][CH:5]=[CH:6][CH:7]=2)=[CH:9][CH:10]=1)[CH2:15][CH:16]([CH:30]1[C:28](=[O:29])[NH:27][C:25](=[O:26])[NH:24][C:31]1=[O:32])[C:17]1[CH:18]=[CH:19][CH:20]=[CH:21][CH:22]=1. Procedure: By a procedure similar to that of example 1.59.2, starting from 1-(4-phenoxyphenyl)-3-phenylprop-2-en-1-one and barbituric acid, 5-(3-oxo-3-(4-phenoxyphenyl)-1-phenylpropyl)pyrimidine-2,4,6(1H,3H,5H)-trione was obtained as yellow solid.